Dataset: the Open Reaction Database (ORD), a public repository of structured organic reaction records. Task: describe an organic reaction: reactants, conditions, products, and yield The reactants are [OH-].[Na+] (NaOH), COC(C1=CC(=C(C=C1)CN(C1C(NCCC(C1)C(F)(F)F)=O)S(=O)(=O)C1=CC=C(C=C1)Cl)F)=O (4-{[(4-Chloro-benzenesulfonyl)-(2-oxo-5-trifluoromethyl-azepan-3-yl)-amino]-methyl}-3-fluoro-benzoic acid methyl ester), KHSO4 K2SO4. Conditions: time 6 hour. Procedure details: 4-{[(4-Chloro-benzenesulfonyl)-(2-oxo-5-trifluoromethyl-azepan-3-yl)-amino]-methyl}-3-fluoro-benzoic acid methyl ester (0.03 g, 0.06 mmol) was dissolved in THF (2 ml) and 1 N NaOH (4 ml) was added. The reaction mixture was stirred for 6 h at pH 10. A KHSO4/K2SO4 aqueous buffer was added to adjust the pH to 3. The mixture was extracted with ethyl acetate and the combined organic extracts were dried (Na2SO4) and concentrated under reduced pressure and lyophilised yielding a solid: 11 mg; MS: m/e=5... Run in C1CCOC1 (THF). The product is ClC1=CC=C(C=C1)S(=O)(=O)N(C1C(NCCC(C1)C(F)(F)F)=O)CC1=C(C=C(C(=O)O)C=C1)F (4-{[(4-Chloro-benzenesulfonyl)-(2-oxo-5-trifluoromethyl-azepan-3-yl)-amino]-methyl}-3-fluoro-benzoic acid). Reaction SMILES: C[O:2][C:3](=[O:35])[C:4]1[CH:9]=[CH:8][C:7]([CH2:10][N:11]([S:24]([C:27]2[CH:32]=[CH:31][C:30]([Cl:33])=[CH:29][CH:28]=2)(=[O:26])=[O:25])[CH:12]2[CH2:18][CH:17]([C:19]([F:22])([F:21])[F:20])[CH2:16][CH2:15][NH:14][C:13]2=[O:23])=[C:6]([F:34])[CH:5]=1.[OH-].[Na+]>C1COCC1>[Cl:33][C:30]1[CH:31]=[CH:32][C:27]([S:24]([N:11]([CH2:10][C:7]2[CH:8]=[CH:9][C:4]([C:3]([OH:35])=[O:2])=[CH:5][C:6]=2[F:34])[CH:12]2[CH2:18][CH:17]([C:19]([F:21])([F:20])[F:22])[CH2:16][CH2:15][NH:14][C:13]2=[O:23])(=[O:26])=[O:25])=[CH:28][CH:29]=1 |f:1.2|. The reactants are C(C)(C)(C)OC(NC(CI)C1=CC=C(C=C1)F)=O ([1-(4-fluoro-phenyl)-2-iodo-ethyl]-carbamic acid tert-butyl ester), COC(CS)=O (mercapto-acetic acid methyl ester), C([O-])([O-])=O.[K+].[K+] (potassium carbonate). Solvent: CC(=O)C (acetone). Run at time 90 minute. Yields the product COC(CSCC(C1=CC=C(C=C1)F)NC(=O)OC(C)(C)C)=O ([2-tert-Butoxycarbonylamino-2-(4-fluoro-phenyl)-ethylsulfanyl]-acetic acid methyl ester). Yield: 91.8%. Reaction SMILES: [C:1]([O:5][C:6](=[O:18])[NH:7][CH:8]([C:11]1[CH:16]=[CH:15][C:14]([F:17])=[CH:13][CH:12]=1)[CH2:9]I)([CH3:4])([CH3:3])[CH3:2].[CH3:19][O:20][C:21](=[O:24])[CH2:22][SH:23].C(=O)([O-])[O-].[K+].[K+]>CC(C)=O>[CH3:19][O:20][C:21](=[O:24])[CH2:22][S:23][CH2:9][CH:8]([NH:7][C:6]([O:5][C:1]([CH3:4])([CH3:3])[CH3:2])=[O:18])[C:11]1[CH:16]=[CH:15][C:14]([F:17])=[CH:13][CH:12]=1 |f:2.3.4|. Reported procedure: A mixture of [1-(4-fluoro-phenyl)-2-iodo-ethyl]-carbamic acid tert-butyl ester (3.88 g, 10.6 mmol), mercapto-acetic acid methyl ester (1.24 g, 11.7 mmol) and potassium carbonate (12.21 g, 18 mmol) in acetone (100 mL) was heated to reflux with stirring for 90 minutes. The mixture was then cooled and concentrated under reduced pressure. The residue was partitioned between water and ethyl acetate, and the organic layer was separated, washed with brine, dried (MgSO4), filtered and concentrated under...